From a dataset of the Open Reaction Database (ORD), a public repository of structured organic reaction records. describe an organic reaction: reactants, conditions, products, and yield Starting materials: ClC=1C=CC(=NC1)SC1=C(N=C(O1)C1=CC=C(C=C1)F)C(C)O (1-{5-[(5-chloropyridin-2-yl)sulfanyl]-2-(4-fluorophenyl)-1,3-oxazol-4-yl}ethanol), C(=O)(OC)C1=CC=C(C=C1)O (4-carbomethoxyphenol). Product: ClC=1C=CC(=NC1)SC1=C(N=C(O1)C1=CC=C(C=C1)F)C(C)OC1=CC=C(C(=O)OC)C=C1 (methyl 4-(1-{5-[(5-chloropyridin-2-yl)sulfanyl]-2-(4-fluorophenyl)-1,3-oxazol-4-yl}ethoxy)benzoate). RXN SMILES: [Cl:1][C:2]1[CH:3]=[CH:4][C:5]([S:8][C:9]2[O:13][C:12]([C:14]3[CH:19]=[CH:18][C:17]([F:20])=[CH:16][CH:15]=3)=[N:11][C:10]=2[CH:21]([OH:23])[CH3:22])=[N:6][CH:7]=1.[C:24]([C:28]1[CH:33]=[CH:32][C:31](O)=[CH:30][CH:29]=1)([O:26][CH3:27])=[O:25]>>[Cl:1][C:2]1[CH:3]=[CH:4][C:5]([S:8][C:9]2[O:13][C:12]([C:14]3[CH:19]=[CH:18][C:17]([F:20])=[CH:16][CH:15]=3)=[N:11][C:10]=2[CH:21]([O:23][C:31]2[CH:32]=[CH:33][C:28]([C:24]([O:26][CH3:27])=[O:25])=[CH:29][CH:30]=2)[CH3:22])=[N:6][CH:7]=1. Procedure details: Prepared from 1-{5-[(5-chloropyridin-2-yl)sulfanyl]-2-(4-fluorophenyl)-1,3-oxazol-4-yl}ethanol (INTERMEDIATE B6.1) and 4-carbomethoxyphenol using a similar procedure as described in the preparation of example B2.1. MS: M+H=485.